From a dataset of the Open Reaction Database (ORD), a public repository of structured organic reaction records. describe an organic reaction: reactants, conditions, products, and yield Reactants: ClB(C1=CC=CC=C1)C1C=CC2=CC=CC=C12 ((chloro) (indenyl) (phenyl)borane), lithium cyclopentadienyl. Run in C(C)OCC (diethyl ether), C(C)OCC (diethyl ether). Reaction conditions: temperature 0 celsius. The product is C1(C=CC=C1)B(C1=CC=CC=C1)C1C=CC2=CC=CC=C12 ((cyclopentadienyl)(indenyl)(phenyl)borane). Isolated yield 182.4%. As a reaction SMILES: Cl[B:2]([CH:9]1[C:17]2[C:12](=[CH:13][CH:14]=[CH:15][CH:16]=2)[CH:11]=[CH:10]1)[C:3]1[CH:8]=[CH:7][CH:6]=[CH:5][CH:4]=1>C(OCC)C>[CH:12]1([B:2]([CH:9]2[C:17]3[C:12](=[CH:13][CH:14]=[CH:15][CH:16]=3)[CH:11]=[CH:10]2)[C:3]2[CH:8]=[CH:7][CH:6]=[CH:5][CH:4]=2)[CH:11]=[CH:10][CH:9]=[CH:17]1. Procedure details: To 2.40 g (10.1 mmol) of (chloro) (indenyl) (phenyl)borane in 20 ml of diethyl ether is slowly added a suspension of 725 mg (10.1 mmol) of lithium cyclopentadienyl in 30 ml of diethyl ether at -78° C. The mixture is allowed to warm to 0° C. in the cooling bath, insolubles are filtered off, and concentrating the filtrate in vacuo yields 2.47 g (91%) of (cyclopentadienyl)(indenyl)(phenyl)borane as a yellow oil. Procedure details: To 7-bromo-6-ethoxy-4,4-dimethyl-3,4-dihydro-2H-naphthalen-1-one (Compound A-4, 2.0 g, 6.73 mmol) in THF (20 mL), ether (20 mL) and 1,3-dimethyl-3,4,5,6-tetrahydro-2(1])-pyrimidinone (8 mL) at −30° C. was added a solution of tert-butylmagnesium bromide (2M in ether, 13.5 mL, 27 mmol). The reaction was allowed to warm to room temperature over 5 h. The reaction was quenched with ice water and extracted with ether. The organic layer was washed successively with water, brine, dried over Na2SO4, and ... Reactants: BrC1=C(C=C2C(CCC(C2=C1)=O)(C)C)OCC (7-bromo-6-ethoxy-4,4-dimethyl-3,4-dihydro-2H-naphthalen-1-one), N1C(N=CC=C1)=O (pyrimidinone), C(C)(C)(C)[Mg]Br (tert-butylmagnesium bromide). Solvent: C1CCOC1 (THF), CCOCC (ether). The product is BrC=1C=C2C(=CCC(C2=CC1OCC)(C)C)C(C)(C)C (6-Bromo-4-tert-butyl-7-ethoxy-1,1-dimethyl-1,2-dihydronaphthalene). Reaction conditions: time 2 hour. RXN SMILES: [Br:1][C:2]1[CH:11]=[C:10]2[C:5]([C:6]([CH3:14])([CH3:13])[CH2:7][CH2:8][C:9]2=O)=[CH:4][C:3]=1[O:15][CH2:16][CH3:17].N1C=CC=NC1=O.[C:25]([Mg]Br)([CH3:28])([CH3:27])[CH3:26]>C1COCC1.CCOCC>[Br:1][C:2]1[CH:11]=[C:10]2[C:5](=[CH:4][C:3]=1[O:15][CH2:16][CH3:17])[C:6]([CH3:14])([CH3:13])[CH2:7][CH:8]=[C:9]2[C:25]([CH3:28])([CH3:27])[CH3:26]. Starting materials: O=C([O-])[O-], CS(C)=O, CC(C)c1cccc(C(C)C)c1NC(=O)CCl, Cl, [K+], [K+], O, CCOC(=O)CS. Yields the product CCOC(=O)CSCC(=O)Nc1c(C(C)C)cccc1C(C)C. As a reaction SMILES: [C:25](=[O:26])([O-:27])[O-:28].[CH3:33][S:34](=[O:35])[CH3:36].[CH:1]([CH3:2])([CH3:3])[c:4]1[c:5]([NH:13][C:14]([CH2:15][Cl:16])=[O:17])[c:6]([CH:10]([CH3:11])[CH3:12])[cH:7][cH:8][cH:9]1.[ClH:31].[K+:29].[K+:30].[OH2:32].[SH:18][CH2:19][C:20](=[O:21])[O:22][CH2:23][CH3:24]>>[CH:1]([CH3:2])([CH3:3])[c:4]1[c:5]([NH:13][C:14]([CH2:15][S:18][CH2:19][C:20](=[O:21])[O:22][CH2:23][CH3:24])=[O:17])[c:6]([CH:10]([CH3:11])[CH3:12])[cH:7][cH:8][cH:9]1.